This data is from the Open Reaction Database (ORD), a public repository of structured organic reaction records. The task is: describe an organic reaction: reactants, conditions, products, and yield Reactants: CC(C)Nc1nc2cc(N(C)c3ccnc(Cl)n3)ccc2n1C, CS(=O)(=O)Oc1ccc(N)cc1. The product is Cl, CC(C)Nc1nc2cc(N(C)c3ccnc(Nc4ccc(OS(C)(=O)=O)cc4)n3)ccc2n1C. As a reaction SMILES: [Cl:1][c:2]1[n:3][cH:4][cH:5][c:6]([N:8]([c:9]2[cH:10][c:11]3[c:12]([n:13]([CH3:20])[c:14]([NH:16][CH:17]([CH3:18])[CH3:19])[n:15]3)[cH:21][cH:22]2)[CH3:23])[n:7]1.[NH2:24][c:25]1[cH:26][cH:27][c:28]([O:31][S:32](=[O:33])(=[O:34])[CH3:35])[cH:29][cH:30]1>>[ClH:1].[c:2]1([NH:24][c:25]2[cH:26][cH:27][c:28]([O:31][S:32](=[O:33])(=[O:34])[CH3:35])[cH:29][cH:30]2)[n:3][cH:4][cH:5][c:6]([N:8]([c:9]2[cH:10][c:11]3[c:12]([n:13]([CH3:20])[c:14]([NH:16][CH:17]([CH3:18])[CH3:19])[n:15]3)[cH:21][cH:22]2)[CH3:23])[n:7]1. The reactants are C([O-])(O)=O.[Na+] (sodium bicarbonate), C(#N)C=1C2=C(C(=NC1NC1=C(C=C(C(=O)N3CCN(CC3)C(=O)OC(C)(C)C)C=C1)OC)CC1=C(C=CC=C1Cl)Cl)N=CN2COCC[Si](C)(C)C (tert-butyl 4-(4-(7-cyano-4-(2,6-dichlorobenzyl)-1-((2-(trimethylsilyl)ethoxy)methyl)-1H-imidazo[4,5-c]pyridin-6-ylamino)-3-methoxybenzoyl)piperazine-1-carboxylate). Solvent: O (water), S(O)(O)(=O)=O (sulfuric acid), O (water). Reaction conditions: temperature 95 celsius. Product: ClC1=C(CC2=NC(=C(C3=C2N=CN3)C#N)NC3=C(C=C(C=C3)C(=O)N3CCNCC3)OC)C(=CC=C1)Cl (4-(2,6-dichlorobenzyl)-6-(2-methoxy-4-(piperazine-1-carbonyl)phenylamino)-1H-imidazo[4,5-c]pyridine-7-carbonitrile). As a reaction SMILES: [C:1]([C:3]1[C:4]2[N:44](COCC[Si](C)(C)C)[CH:43]=[N:42][C:5]=2[C:6]([CH2:33][C:34]2[C:39]([Cl:40])=[CH:38][CH:37]=[CH:36][C:35]=2[Cl:41])=[N:7][C:8]=1[NH:9][C:10]1[CH:30]=[CH:29][C:13]([C:14]([N:16]2[CH2:21][CH2:20][N:19](C(OC(C)(C)C)=O)[CH2:18][CH2:17]2)=[O:15])=[CH:12][C:11]=1[O:31][CH3:32])#[N:2].C(=O)(O)[O-].[Na+]>S(=O)(=O)(O)O.O>[Cl:40][C:39]1[CH:38]=[CH:37][CH:36]=[C:35]([Cl:41])[C:34]=1[CH2:33][C:6]1[C:5]2[N:42]=[CH:43][NH:44][C:4]=2[C:3]([C:1]#[N:2])=[C:8]([NH:9][C:10]2[CH:30]=[CH:29][C:13]([C:14]([N:16]3[CH2:21][CH2:20][NH:19][CH2:18][CH2:17]3)=[O:15])=[CH:12][C:11]=2[O:31][CH3:32])[N:7]=1 |f:1.2|. Reported procedure: To a solution of the product of Example 39D (100 mg, 0.13 mmol) in concentrated sulfuric acid (5 mL) at 0° C. was added water (1 mL) and the mixture was heated at 95° C. for 20 minutes. After cooling, the mixture was diluted with water (3 mL), adjusted to pH 8-9 with saturated sodium bicarbonate solution and extracted with dichloromethane (3×20 mL). The combined organic phase was concentrated and the residue was purified via preparative HPLC using a gradient of 10/90 to 75/25 acetonitrile/water ... Starting materials: O=C1CCCCCCC1, C1CCOC1, COC(=O)c1ccc(C(=O)c2ccc(O)cc2)cc1, [Zn]. The product is COC(=O)c1ccc(C(=C2CCCCCCC2)c2ccc(O)cc2)cc1. RXN SMILES: [C:20]1(=[O:28])[CH2:21][CH2:22][CH2:23][CH2:24][CH2:25][CH2:26][CH2:27]1.[CH2:29]1[O:30][CH2:31][CH2:32][CH2:33]1.[OH:1][c:2]1[cH:3][cH:4][c:5]([C:8](=[O:9])[c:10]2[cH:11][cH:12][c:13]([C:14](=[O:15])[O:16][CH3:17])[cH:18][cH:19]2)[cH:6][cH:7]1.[Zn:34]>>[OH:1][c:2]1[cH:3][cH:4][c:5]([C:8]([c:10]2[cH:11][cH:12][c:13]([C:14](=[O:15])[O:16][CH3:17])[cH:18][cH:19]2)=[C:20]2[CH2:21][CH2:22][CH2:23][CH2:24][CH2:25][CH2:26][CH2:27]2)[cH:6][cH:7]1.